This data is from the Open Reaction Database (ORD), a public repository of structured organic reaction records. The task is: describe an organic reaction: reactants, conditions, products, and yield The reactants are C1=CC=CC=C1 (benzene), [N+](=O)([O-])C=1C(=CC2=CC=CC=C2C1)C=O (3-nitro-2-naphtaldehyde), Wittig reagent, crude product, CCCCCC.C(C)(=O)OCC (hexane ethyl acetate). Product: C(C)OC(C(=CC1=CC=C2C(=C1)C=CC(=C2)[N+](=O)[O-])C)=O (3-(2-nitro-benzo[d]phenyl)-2-methyl-2-propenoic acid ethyl ester), crystal. The yield is 96.0%. Reaction SMILES: [CH:1]1[CH:6]=[CH:5]C=CC=1.[N+:7]([C:10]1[C:11](C=O)=[CH:12][C:13]2[C:18]([CH:19]=1)=[CH:17][CH:16]=[CH:15][CH:14]=2)([O-:9])=[O:8].CCCCCC.[C:28]([O:31][CH2:32][CH3:33])(=[O:30])C>>[CH2:32]([O:31][C:28](=[O:30])[C:6]([CH3:5])=[CH:1][C:15]1[CH:14]=[C:13]2[CH:12]=[CH:11][C:10]([N+:7]([O-:9])=[O:8])=[CH:19][C:18]2=[CH:17][CH:16]=1)[CH3:33] |f:2.3|. Procedure details: To 200 ml of benzene, 9.3 g (46 mmol) of 3-nitro-2-naphtaldehyde and 17.6 g (48.5 mmol) of Wittig reagent (carbethoxy ethylidene triphenylphosphorane) (manufactured by Aldrich Chemical Co., Inc.) were added, and the resulting mixture was stirred at room temperature for one night. After the completion of the reaction was verified by TLC, the reaction liquid was concentrated, whereby a crude product was obtained. This crude product was refined by a column chromatography (aminopropyl-modified silic... Starting materials: O=C1CCC(=O)N1Br, BrCBr, COC(=O)c1ccccc1C, ClC(Cl)Cl. Yields the product COC(=O)c1ccccc1CBr. RXN SMILES: [Br:1][N:2]1[C:3](=[O:4])[CH2:5][CH2:6][C:7]1=[O:8].[Br:9][CH2:10][Br:11].[CH3:12][O:13][C:14]([c:15]1[c:16]([CH3:21])[cH:17][cH:18][cH:19][cH:20]1)=[O:22].[Cl:23][CH:24]([Cl:25])[Cl:26]>>[CH2:10]([Br:11])[c:16]1[c:15]([C:14]([O:13][CH3:12])=[O:22])[cH:20][cH:19][cH:18][cH:17]1. The reactants are C(C)(C)(C)OC(COC1=C(C=C(C=C1)Cl)Br)=O (tert-butyl(2-bromo-4-chlorophenoxy)acetate), C(C)(C)(C)OC(COC1=C(C=C(C=C1)Cl)Br)=O (tert-butyl(2-bromo-4-chlorophenoxy)acetate), ClC1=CC=C(C=C1)C#C (4-chlorophenylacetylene). The product is ClC1=CC(=C(OCC(=O)O)C=C1)C#CC1=CC=C(C=C1)Cl ({4-chloro-2-[(4-chlorophenyl)ethynyl]phenoxy}acetic acid). Reaction SMILES: C([O:5][C:6](=[O:17])[CH2:7][O:8][C:9]1[CH:14]=[CH:13][C:12]([Cl:15])=[CH:11][C:10]=1Br)(C)(C)C.[Cl:18][C:19]1[CH:24]=[CH:23][C:22]([C:25]#[CH:26])=[CH:21][CH:20]=1>>[Cl:15][C:12]1[CH:13]=[CH:14][C:9]([O:8][CH2:7][C:6]([OH:5])=[O:17])=[C:10]([C:26]#[C:25][C:22]2[CH:23]=[CH:24][C:19]([Cl:18])=[CH:20][CH:21]=2)[CH:11]=1. Reported procedure: Following the general method as outlined in Example 1, starting from tert-butyl(2-bromo-4-chlorophenoxy)acetate (Intermediate 1) and 4-chlorophenylacetylene (Apollo), the title compound was obtained as a beige solid after purification by preparative HPLC Reactants: (R/S)-1-[(2-thienyl)ethyl]amine, S1C(=CC=C1)C(C)N ((R/S)-1-Thiophen-2-yl-ethylamine), C(C)(C)C1=NSC(=N1)C(=O)OCC (ethyl 3-isopropyl-[1,2,4]thiadiazole-5-carboxylate), (R/S)-1-[(2-thienyl)ethyl]amine. Solvent: C1(=CC=CC=C1)C (toluene). Reaction conditions: temperature 80 celsius, time 3 hour. The product is S1C(=CC=C1)C(C)NC(=O)C1=NC(=NS1)C(C)C ((R/S)-3-isopropyl-[1,2,4]thiadiazole-5-carboxylic acid, [1-(2-thienyl)ethyl]amide). Isolated yield 63.4%. RXN SMILES: [S:1]1[CH:5]=[CH:4][CH:3]=[C:2]1[CH:6]([NH2:8])[CH3:7].[CH:9]([C:12]1[N:16]=[C:15]([C:17](OCC)=[O:18])[S:14][N:13]=1)([CH3:11])[CH3:10]>C1(C)C=CC=CC=1>[S:1]1[CH:5]=[CH:4][CH:3]=[C:2]1[CH:6]([NH:8][C:17]([C:15]1[S:14][N:13]=[C:12]([CH:9]([CH3:11])[CH3:10])[N:16]=1)=[O:18])[CH3:7]. Procedure: (R/S)-1-Thiophen-2-yl-ethylamine (19.05 g, 0.150 mol) is added to a stirred solution of ethyl 3-isopropyl-[1,2,4]thiadiazole-5-carboxylate (25.0 g, 0.125 mol) in toluene (50 ml) and the mixture is heated to 80° C. for 2 hours. A further portion of (R/S)-1-[(2-thienyl)ethyl]amine (10.0 g, 0.08 mol) is added to the mixture, which is heated at 80° C. for a further 2 hours. Then a further portion of (R/S)-1-[(2-thienyl)ethyl]amine (10.0 g, 0.08 mol) is added to the mixture, and stirring is continued... Starting materials: COC=1N=CC2=CC=CC=C2C1 (3-methoxyisoquinoline). The reagents and catalysts are [Pt](=O)=O (platinum dioxide). Run in Cl (hydrochloric acid), O (water). Run at time 5 hour. Yields the product COC=1N=CC=2CCCCC2C1 (3-Methoxy-5,6,7,8-tetrahydroisoquinoline). The yield is 73.1%. Reaction SMILES: [CH3:1][O:2][C:3]1[N:4]=[CH:5][C:6]2[C:11]([CH:12]=1)=[CH:10][CH:9]=[CH:8][CH:7]=2>Cl.O.[Pt](=O)=O>[CH3:1][O:2][C:3]1[N:4]=[CH:5][C:6]2[CH2:7][CH2:8][CH2:9][CH2:10][C:11]=2[CH:12]=1. Reported procedure: A mixture of 3-methoxyisoquinoline (800 mg, 5.03 mmol) and platinum dioxide (100 mg) in concentrated hydrochloric acid (10 ml) was shaken under an atmosphere of hydrogen at 40 psi for 5 h. The mixture was diluted with water, filtered through Celite™, basified with sodium hydroxide then extracted four times with ethyl acetate. The combined organic phases were dried (MgSO4) and concentrated to afford the title compound (600 mg) as a clear oil, MS (ES+) 164 (MH+). δH (CDCl3) 7.85 (1H, s), 6.43 (1H,...